Dataset: the Open Reaction Database (ORD), a public repository of structured organic reaction records. Task: describe an organic reaction: reactants, conditions, products, and yield The reactants are C[Mg]Cl, C1CCOC1, O=Cc1ccc(-c2csnn2)cc1. Yields the product CC(O)c1ccc(-c2csnn2)cc1. RXN SMILES: [CH3:1][Mg:2][Cl:3].[O:17]1[CH2:18][CH2:19][CH2:20][CH2:21]1.[s:4]1[n:5][n:6][c:7](-[c:9]2[cH:10][cH:11][c:12]([CH:13]=[O:14])[cH:15][cH:16]2)[cH:8]1>>[CH3:1][CH:13]([c:12]1[cH:11][cH:10][c:9](-[c:7]2[n:6][n:5][s:4][cH:8]2)[cH:16][cH:15]1)[OH:14]. Reactants: Br, CCOC(=O)C(Cc1ccccc1)C(=O)O, CCc1csc(C(N)Cc2ccc([N+](=O)[O-])cc2)n1, CCN=C=NCCCN(C)C, CCN(C(C)C)C(C)C, CN(C)C=O, O, On1nnc2ccccc21. Product: CCOC(=O)C(Cc1ccccc1)C(=O)NC(Cc1ccc([N+](=O)[O-])cc1)c1nc(CC)cs1. As a reaction SMILES: [BrH:1].[CH2:21]([c:22]1[cH:23][cH:24][cH:25][cH:26][cH:27]1)[CH:28]([C:29](=[O:30])[OH:31])[C:32](=[O:33])[O:34][CH2:35][CH3:36].[CH2:2]([CH3:3])[c:4]1[n:5][c:6]([CH:9]([CH2:10][c:11]2[cH:12][cH:13][c:14]([N+:17](=[O:18])[O-:19])[cH:15][cH:16]2)[NH2:20])[s:7][cH:8]1.[CH3:47][N:48]([CH3:49])[CH2:50][CH2:51][CH2:52][N:53]=[C:54]=[N:55][CH2:56][CH3:57].[CH:58]([N:59]([CH:60]([CH3:61])[CH3:62])[CH2:63][CH3:64])([CH3:65])[CH3:66].[O:67]=[CH:68][N:69]([CH3:70])[CH3:71].[OH2:72].[OH:37][n:38]1[c:39]2[cH:40][cH:41][cH:42][cH:43][c:44]2[n:45][n:46]1>>[CH2:2]([CH3:3])[c:4]1[n:5][c:6]([CH:9]([CH2:10][c:11]2[cH:12][cH:13][c:14]([N+:17](=[O:18])[O-:19])[cH:15][cH:16]2)[NH:20][C:29]([CH:28]([CH2:21][c:22]2[cH:23][cH:24][cH:25][cH:26][cH:27]2)[C:32](=[O:33])[O:34][CH2:35][CH3:36])=[O:30])[s:7][cH:8]1. The reactants are Clc1cccc(Cl)c1-c1noc(C2CC2)c1CBr, CC(C)(C)OC(=O)N1CCCC(O)CC1, CC(C)(C)O, C1CCOC1, [K], C1COCCOCCOCCOCCOCCO1, O. Product: CC(C)(C)OC(=O)N1CCCC(OCc2c(-c3c(Cl)cccc3Cl)noc2C2CC2)CC1. RXN SMILES: [Br:35][CH2:36][c:37]1[c:38](-[c:45]2[c:46]([Cl:52])[cH:47][cH:48][cH:49][c:50]2[Cl:51])[n:39][o:40][c:41]1[CH:42]1[CH2:43][CH2:44]1.[C:1]([CH3:2])([CH3:3])([CH3:4])[O:5][C:6](=[O:7])[N:8]1[CH2:9][CH2:10][CH:11]([OH:15])[CH2:12][CH2:13][CH2:14]1.[C:59]([OH:60])([CH3:61])([CH3:62])[CH3:63].[CH2:53]1[O:54][CH2:55][CH2:56][CH2:57]1.[K:34].[O:16]1[CH2:17][CH2:18][O:19][CH2:20][CH2:21][O:22][CH2:23][CH2:24][O:25][CH2:26][CH2:27][O:28][CH2:29][CH2:30][O:31][CH2:32][CH2:33]1.[OH2:58]>>[C:1]([CH3:2])([CH3:3])([CH3:4])[O:5][C:6](=[O:7])[N:8]1[CH2:9][CH2:10][CH:11]([O:15][CH2:36][c:37]2[c:38](-[c:45]3[c:46]([Cl:52])[cH:47][cH:48][cH:49][c:50]3[Cl:51])[n:39][o:40][c:41]2[CH:42]2[CH2:43][CH2:44]2)[CH2:12][CH2:13][CH2:14]1. Reactants: [Si](C)(C)(C(C)(C)C)OCC\C=C/P(OCC)(OCC)=O (diethyl (Z)-4-(t-butyldimethylsilyloxy)but-1-enylphosphonate). Solvent: C(C)(=O)O.O (acetic acid water). The product is OCC\C=C/P(OCC)(OCC)=O (diethyl (Z)-4-hydroxybut-1-enylphosphonate). Yield: 58.7%. As a reaction SMILES: [Si]([O:8][CH2:9][CH2:10]/[CH:11]=[CH:12]\[P:13](=[O:20])([O:17][CH2:18][CH3:19])[O:14][CH2:15][CH3:16])(C(C)(C)C)(C)C>C(O)(=O)C.O>[OH:8][CH2:9][CH2:10]/[CH:11]=[CH:12]\[P:13](=[O:20])([O:14][CH2:15][CH3:16])[O:17][CH2:18][CH3:19] |f:1.2|. Procedure details: A solution of diethyl (Z)-4-(t-butyldimethylsilyloxy)but-1-enylphosphonate (1.32 g, 4.09 mmol) in acetic acid-water (2:1) (35 ml) was stirred at room temperature for 2 hr. The solvent was removed and the residue was purified by column chromatography on silica gel eluting with dichloromethane-methanol (19:1) to give diethyl (Z)-4-hydroxybut-1-enylphosphonate as a colourless liquid (0.5 g, 59%); νmax (film) 3380, 2980, 1720, 1620, 1390, 1230 and 1020 cm-1 ; δH (CDCl3) 1.33 (6H, t, J 7 Hz, CH3), 2....